Dataset: the Open Reaction Database (ORD), a public repository of structured organic reaction records. Task: describe an organic reaction: reactants, conditions, products, and yield The reagents and catalysts are [Cl-].[Zn+2].[Cl-] (zinc chloride). The solvent is CO (methanol). Procedure details: A mixture of 41.1 g (0.15 mole) of N-methyl-N-(2-benzoyl-4-chlorophenyl)formamide, 90 ml methanol, 90 g anhydrous ammonia, and 0.5 g zinc chloride was heated in a sealed 360 ml Hastelloy® tube at 150° for 15 hr. and then cooled and vented. The solid portion of the residue was collected on a filter and recrystallized from methanol to give 27.8 g (76%) of 5-chloro-2-methylaminobenzophenone imine as long yellow needles: mp 93°-95°; 1H nmr (CDCl3) δ 2.92 ppm (d, J = 5.5 Hz, 3H), 6.65 ppm (d, J = 9 H... As a reaction SMILES: [CH3:1][N:2]([C:5]1[CH:10]=[CH:9][C:8]([Cl:11])=[CH:7][C:6]=1[C:12](=O)[C:13]1[CH:18]=[CH:17][CH:16]=[CH:15][CH:14]=1)C=O.[NH3:20]>[Cl-].[Zn+2].[Cl-].CO>[Cl:11][C:8]1[CH:9]=[CH:10][C:5]([NH:2][CH3:1])=[C:6]([CH:7]=1)[C:12](=[NH:20])[C:13]1[CH:18]=[CH:17][CH:16]=[CH:15][CH:14]=1 |f:2.3.4|. The product is ClC=1C=CC(=C(C(C2=CC=CC=C2)=N)C1)NC (5-chloro-2-methylaminobenzophenone imine). Yield: 75.7%. Starting materials: CN(C=O)C1=C(C=C(C=C1)Cl)C(C1=CC=CC=C1)=O (N-methyl-N-(2-benzoyl-4-chlorophenyl)formamide), N (ammonia), Hastelloy.